Dataset: the Open Reaction Database (ORD), a public repository of structured organic reaction records. Task: describe an organic reaction: reactants, conditions, products, and yield The reactants are BrCCCCBr, CN(C(=O)OC(C)(C)C)C1CCC(O)CC1, ClCCl, [Na+], [OH-]. Yields the product CN(C(=O)OC(C)(C)C)C1CCC(OCCCCBr)CC1. As a reaction SMILES: [Br:17][CH2:18][CH2:19][CH2:20][CH2:21][Br:22].[C:1]([CH3:2])([CH3:3])([CH3:4])[O:5][C:6]([N:7]([CH3:8])[CH:9]1[CH2:10][CH2:11][CH:12]([OH:15])[CH2:13][CH2:14]1)=[O:16].[Cl:25][CH2:26][Cl:27].[Na+:24].[OH-:23]>>[C:1]([CH3:2])([CH3:3])([CH3:4])[O:5][C:6]([N:7]([CH3:8])[CH:9]1[CH2:10][CH2:11][CH:12]([O:15][CH2:21][CH2:20][CH2:19][CH2:18][Br:17])[CH2:13][CH2:14]1)=[O:16]. The reactants are CC(C)(C)Oc1nccnc1CN1CCC(C(C#N)Cc2ccccc2F)CC1, [CH2]C, CCOC(C)=O, CC(=O)[O-], Cl, [Na+], [OH-]. The product is N#CC(Cc1ccccc1F)C1CCN(Cc2ncc[nH]c2=O)CC1. As a reaction SMILES: [C:8]([CH3:9])([CH3:10])([CH3:11])[O:12][c:13]1[c:14]([CH2:19][N:20]2[CH2:21][CH2:22][CH:23]([CH:26]([C:27]#[N:28])[CH2:29][c:30]3[c:31]([F:36])[cH:32][cH:33][cH:34][cH:35]3)[CH2:24][CH2:25]2)[n:15][cH:16][cH:17][n:18]1.[CH2:2][CH3:3].[CH3:39][CH2:40][O:41][C:42](=[O:43])[CH3:44].[CH3:4][C:5](=[O:6])[O-:7].[ClH:1].[Na+:38].[OH-:37]>>[O:12]=[c:13]1[c:14]([CH2:19][N:20]2[CH2:21][CH2:22][CH:23]([CH:26]([C:27]#[N:28])[CH2:29][c:30]3[c:31]([F:36])[cH:32][cH:33][cH:34][cH:35]3)[CH2:24][CH2:25]2)[n:15][cH:16][cH:17][nH:18]1. Reactants: [Cl-].[NH4+] (ammonium chloride), C1(=CC=CC=C1)C1=CC(=C(C=C1)C=1OCC(N1)(C)C)OC (2-(4-Phenyl-2-methoxyphenyl)-4,4-dimethyl-2-oxazoline), solution, C(CC)[Mg]Br (1-n-propylmagnesium bromide). Run in O1CCCC1 (tetrahydrofuran), O1CCCC1 (tetrahydrofuran). Yields the product C1(=CC=CC=C1)C1=CC(=C(C=C1)C=1OCC(N1)(C)C)CCC (2-(4-phenyl-2-n-propylphenyl)-4,4-dimethyl-2-oxazoline). Reaction SMILES: [C:1]1([C:7]2[CH:12]=[CH:11][C:10]([C:13]3[O:14][CH2:15][C:16]([CH3:19])([CH3:18])[N:17]=3)=[C:9](OC)[CH:8]=2)[CH:6]=[CH:5][CH:4]=[CH:3][CH:2]=1.[CH2:22]([Mg]Br)[CH2:23][CH3:24].[Cl-].[NH4+]>O1CCCC1>[C:1]1([C:7]2[CH:12]=[CH:11][C:10]([C:13]3[O:14][CH2:15][C:16]([CH3:19])([CH3:18])[N:17]=3)=[C:9]([CH2:22][CH2:23][CH3:24])[CH:8]=2)[CH:6]=[CH:5][CH:4]=[CH:3][CH:2]=1 |f:2.3|. Reported procedure: 2-(4-Phenyl-2-methoxyphenyl)-4,4-dimethyl-2-oxazoline (3.00 g) is dissolved in tetrahydrofuran (30 ml) under argon atmosphere, and the mixture is stirred with cooling over an ice-bath. To the mixture is added dropwise gradually an about 2M solution of 1-n-propylmagnesium bromide in tetrahydrofuran (8.0 ml) at the same temperature. After addition, the mixture is warmed to room temperature, and stirred for 16 hours. The reaction solution is stirred with cooling over an ice-bath, and thereto is add... Reactants: CN(S(=O)(=O)N1C(=NC2=C1C=NN(C2=O)COCC2=CC=CC=C2)Cl)C (5-benzyloxymethyl-2-chloro-4-oxo-4,5-dihydroimidazo[4,5-d]pyridazine-1-sulfonic acid dimethylamide), N1(CCNCC1)C(=O)OC(C)(C)C (t-butyl piperazine-1-carboxylate). Conditions: temperature 150 celsius. The product is C(C1=CC=CC=C1)OCN1N=CC2=C(C1=O)NC(=N2)N2CCN(CC2)C(=O)OC(C)(C)C (t-Butyl 4-(6-benzyloxymethyl-7-oxo-6,7-dihydro-1H-imidazo[4,5-d]pyridazin-2-yl)piperazine-1-carboxylate). Yield: 75.8%. As a reaction SMILES: CN(C)S([N:6]1[C:10]2[CH:11]=[N:12][N:13]([CH2:16][O:17][CH2:18][C:19]3[CH:24]=[CH:23][CH:22]=[CH:21][CH:20]=3)[C:14](=[O:15])[C:9]=2[N:8]=[C:7]1Cl)(=O)=O.[N:27]1([C:33]([O:35][C:36]([CH3:39])([CH3:38])[CH3:37])=[O:34])[CH2:32][CH2:31][NH:30][CH2:29][CH2:28]1>>[CH2:18]([O:17][CH2:16][N:13]1[C:14](=[O:15])[C:9]2[NH:8][C:7]([N:30]3[CH2:29][CH2:28][N:27]([C:33]([O:35][C:36]([CH3:39])([CH3:38])[CH3:37])=[O:34])[CH2:32][CH2:31]3)=[N:6][C:10]=2[CH:11]=[N:12]1)[C:19]1[CH:20]=[CH:21][CH:22]=[CH:23][CH:24]=1. Procedure details: A mixture consisting of 2.31 g of 5-benzyloxymethyl-2-chloro-4-oxo-4,5-dihydroimidazo[4,5-d]pyridazine-1-sulfonic acid dimethylamide and 4.49 g of t-butyl piperazine-1-carboxylate was heated at 150° C. under nitrogen atmosphere for 2.5 hours. The residue was purified by silica gel column chromatography. Thus, 1.94 g of the title compound was obtained from the fraction eluted with ethyl acetate.